Dataset: the Open Reaction Database (ORD), a public repository of structured organic reaction records. Task: describe an organic reaction: reactants, conditions, products, and yield The product is C(C)OC([C@@H](N(CCCC)C1=CC=C(C=C1)Cl)C)=O (N-(4-Chlorophenyl)-N-(n-butyl)alanine ethyl ester), oil. Procedure: N-(4-Chlorophenyl)alanine ethyl ester (4.5 g, 0.02 mol), n-butyl iodide (3.6 g, 0.02 mol) and 2,6-lutidine (2.5 g, 0.025 mol) were sealed in a glass tube and the contents were heated at 135° C. for 48 h. The tube was then cooled, and the contents were partitioned between 250 mL ethyl acetate and 200 mL brine. The organic layer was separated, dried over anhyd. sodium sulfate, and concentrated at reduced pressure. The resulting oil was chromatographed on silica gel using heptane:THF (4:1) as the e... Run at temperature 135 celsius. Isolated yield 45.0%. Reaction SMILES: [CH2:1]([O:3][C:4](=[O:15])[C@H:5]([CH3:14])[NH:6][C:7]1[CH:12]=[CH:11][C:10]([Cl:13])=[CH:9][CH:8]=1)[CH3:2].[CH2:16](I)[CH2:17][CH2:18][CH3:19].N1C(C)=CC=CC=1C>>[CH2:1]([O:3][C:4](=[O:15])[C@H:5]([CH3:14])[N:6]([C:7]1[CH:8]=[CH:9][C:10]([Cl:13])=[CH:11][CH:12]=1)[CH2:16][CH2:17][CH2:18][CH3:19])[CH3:2]. Starting materials: C(C)OC([C@@H](NC1=CC=C(C=C1)Cl)C)=O (N-(4-Chlorophenyl)alanine ethyl ester), C(CCC)I (n-butyl iodide), N1=C(C=CC=C1C)C (2,6-lutidine).